Task: describe an organic reaction: reactants, conditions, products, and yield. Dataset: the Open Reaction Database (ORD), a public repository of structured organic reaction records Starting materials: C(C1=CC=CC=C1)OC(=O)N1CCC(CC1)CCC(C(=O)OCC)=O (ethyl 4-(1-benzyloxycarbonyl-4-piperidyl)-2-oxobutyrate), C(C)(=O)O (acetic acid), O (water), C(#N)[BH3-].[Na+] (Sodium cyanoborohydride). The solvent is C(C)O (ethanol). Product: C(C1=CC=CC=C1)OC(=O)N1CCC(CC1)CCC(C(=O)OCC)O (ethyl 4-(1-benzyloxycarbonyl-4-piperidyl)-2-hydroxybutyrate). Yield: 67.3%. RXN SMILES: [CH2:1]([O:8][C:9]([N:11]1[CH2:16][CH2:15][CH:14]([CH2:17][CH2:18][C:19](=[O:25])[C:20]([O:22][CH2:23][CH3:24])=[O:21])[CH2:13][CH2:12]1)=[O:10])[C:2]1[CH:7]=[CH:6][CH:5]=[CH:4][CH:3]=1.C(O)(=O)C.C([BH3-])#N.[Na+].O>C(O)C>[CH2:1]([O:8][C:9]([N:11]1[CH2:16][CH2:15][CH:14]([CH2:17][CH2:18][CH:19]([OH:25])[C:20]([O:22][CH2:23][CH3:24])=[O:21])[CH2:13][CH2:12]1)=[O:10])[C:2]1[CH:3]=[CH:4][CH:5]=[CH:6][CH:7]=1 |f:2.3|. Procedure: In 30 ml of ethanol is dissolved 17 g of ethyl 4-(1-benzyloxycarbonyl-4-piperidyl)-2-oxobutyrate, and 4.5 g of acetic acid is added to the solution. Sodium cyanoborohydride (3 g) is added to the mixture at room temperature with stirring, followed by stirring at room temperature for 3 hours, and 500 ml of water is added to the reaction mixture, which is extracted with methylene chloride. The extract is dried over anhydrous magnesium sulfate and concentrated under reduced pressure, and the resulti... The reactants are CCc1cccc(CC)c1COC(C)=O, CO, [Na+], [OH-], O. Product: CCc1cccc(CC)c1CO. RXN SMILES: [C:1](=[O:2])([CH3:3])[O:4][CH2:5][c:6]1[c:7]([CH2:14][CH3:15])[cH:8][cH:9][cH:10][c:11]1[CH2:12][CH3:13].[CH3:16][OH:17].[Na+:19].[OH-:18].[OH2:20]>>[OH:4][CH2:5][c:6]1[c:7]([CH2:14][CH3:15])[cH:8][cH:9][cH:10][c:11]1[CH2:12][CH3:13]. Starting materials: O=C([O-])[O-], CS(C)=O, Cl, N#CCS(=O)(=O)CCC(F)(F)F, [K+], [K+], Cc1ccc(S(=O)(=O)OCCC(C)C(F)(F)F)cc1. The product is CC(CCC(C#N)S(=O)(=O)CCC(F)(F)F)C(F)(F)F. Reaction SMILES: [C:32](=[O:33])([O-:34])[O-:35].[CH3:39][S:40](=[O:41])[CH3:42].[ClH:38].[F:20][C:21]([CH2:22][CH2:23][S:24](=[O:25])(=[O:26])[CH2:27][C:28]#[N:29])([F:30])[F:31].[K+:36].[K+:37].[c:1]1([CH3:2])[cH:3][cH:4][c:5]([S:6]([O:7][CH2:11][CH2:12][CH:13]([C:14]([F:15])([F:16])[F:17])[CH3:18])(=[O:8])=[O:9])[cH:10][cH:19]1>>[CH2:11]([CH2:12][CH:13]([C:14]([F:15])([F:16])[F:17])[CH3:18])[CH:27]([S:24]([CH2:23][CH2:22][C:21]([F:20])([F:30])[F:31])(=[O:25])=[O:26])[C:28]#[N:29]. Reactants: COCCc1nc2cnc3ccccc3c2n1CCOCCNC(=O)OC(C)(C)C, ClC(Cl)Cl, O=C(OO)c1cccc(Cl)c1. Yields the product COCCc1nc2c[n+]([O-])c3ccccc3c2n1CCOCCNC(=O)OC(C)(C)C. Reaction SMILES: [CH3:1][O:2][CH2:3][CH2:4][c:5]1[n:6]([CH2:18][CH2:19][O:20][CH2:21][CH2:22][NH:23][C:24]([O:25][C:26]([CH3:27])([CH3:28])[CH3:29])=[O:30])[c:7]2[c:8]([cH:9][n:10][c:11]3[cH:12][cH:13][cH:14][cH:15][c:16]23)[n:17]1.[Cl:42][CH:43]([Cl:44])[Cl:45].[OH:31][O:32][C:33]([c:34]1[cH:35][c:36]([Cl:37])[cH:38][cH:39][cH:40]1)=[O:41]>>[CH3:1][O:2][CH2:3][CH2:4][c:5]1[n:6]([CH2:18][CH2:19][O:20][CH2:21][CH2:22][NH:23][C:24]([O:25][C:26]([CH3:27])([CH3:28])[CH3:29])=[O:30])[c:7]2[c:8]([cH:9][n+:10]([O-:31])[c:11]3[cH:12][cH:13][cH:14][cH:15][c:16]23)[n:17]1. The reactants are C(C1=CC=CC=C1)N1CCC(CC1)NC(C(C(C)C)(C1=CC=CC=C1)OCC)=O (N-(1-benzyl-4-piperidinyl)-2-ethoxy-3-methyl-2-phenylbutanamide), ClC1=CC(=CC=C1)C(=O)OO (m-chloroperbenzoic acid). The solvent is C(Cl)(Cl)Cl (chloroform). Run at time 3 day. Yields the product C(C1=CC=CC=C1)[N+]1(CCC(CC1)NC(C(C(C)C)(C1=CC=CC=C1)OCC)=O)[O-] (1-benzyl-4-[(2-ethoxy-3-methyl-2-phenylbutanoyl)amino]piperidin-1-oxide). Reaction SMILES: [CH2:1]([N:8]1[CH2:13][CH2:12][CH:11]([NH:14][C:15](=[O:29])[C:16]([O:26][CH2:27][CH3:28])([C:20]2[CH:25]=[CH:24][CH:23]=[CH:22][CH:21]=2)[CH:17]([CH3:19])[CH3:18])[CH2:10][CH2:9]1)[C:2]1[CH:7]=[CH:6][CH:5]=[CH:4][CH:3]=1.ClC1C=CC=C(C(OO)=[O:38])C=1>C(Cl)(Cl)Cl>[CH2:1]([N+:8]1([O-:38])[CH2:13][CH2:12][CH:11]([NH:14][C:15](=[O:29])[C:16]([O:26][CH2:27][CH3:28])([C:20]2[CH:21]=[CH:22][CH:23]=[CH:24][CH:25]=2)[CH:17]([CH3:19])[CH3:18])[CH2:10][CH2:9]1)[C:2]1[CH:7]=[CH:6][CH:5]=[CH:4][CH:3]=1. Reported procedure: To a dissolved solution of N-(1-benzyl-4-piperidinyl)-2-ethoxy-3-methyl-2-phenylbutanamide (invention compound, Compound No. 1) (400 mg, 1.01 mmole) in chloroform (20 ml) was added 70% m-chloroperbenzoic acid (271 mg, 1.1 mmole). The mixture was stirred at room temperature for 3 days. After the reaction was completed, the reaction mixture was washed with a saturated aqueous sodium bicarbonate solution. The organic layer was dried over anhydrous sodium sulfate. The solvent was then removed under ...